Dataset: the Open Reaction Database (ORD), a public repository of structured organic reaction records. Task: describe an organic reaction: reactants, conditions, products, and yield Reactants: CCNCC=O, COc1nnc(N=C=O)s1, c1ccccc1. Product: CCN(CC=O)C(=O)Nc1nnc(OC)s1. Reaction SMILES: [CH2:11]([CH3:12])[NH:13][CH2:14][CH:15]=[O:16].[CH3:1][O:2][c:3]1[n:4][n:5][c:6]([N:8]=[C:9]=[O:10])[s:7]1.[cH:17]1[cH:18][cH:19][cH:20][cH:21][cH:22]1>>[CH3:1][O:2][c:3]1[n:4][n:5][c:6]([NH:8][C:9](=[O:10])[N:13]([CH2:11][CH3:12])[CH2:14][CH:15]=[O:16])[s:7]1. Starting materials: ClC1=NC(=CC(=C1C#N)C(F)(F)F)C1=C(C=CC=C1)Cl (2-chloro-6-(2-chlorophenyl)-4-(trifluoromethyl)pyridine-3-carbonitrile), Cl.N1CC(CCC1)NC1=CC=C(C=N1)C#N (6-(Piperidin-3-ylamino)pyridine-3-carbonitrile hydrochloride). Product: ClC1=C(C=CC=C1)C1=CC(=C(C(=N1)N1CC(CCC1)NC1=NC=C(C=C1)C#N)C#N)C(F)(F)F (6-(2-Chlorophenyl)-2-{3-[(5-cyanopyridin-2-yl)amino]piperidin-1-yl}-4-(trifluoromethyl)-pyridine-3-carbonitrile). Reaction SMILES: Cl[C:2]1[C:7]([C:8]#[N:9])=[C:6]([C:10]([F:13])([F:12])[F:11])[CH:5]=[C:4]([C:14]2[CH:19]=[CH:18][CH:17]=[CH:16][C:15]=2[Cl:20])[N:3]=1.Cl.[NH:22]1[CH2:27][CH2:26][CH2:25][CH:24]([NH:28][C:29]2[N:34]=[CH:33][C:32]([C:35]#[N:36])=[CH:31][CH:30]=2)[CH2:23]1>>[Cl:20][C:15]1[CH:16]=[CH:17][CH:18]=[CH:19][C:14]=1[C:4]1[N:3]=[C:2]([N:22]2[CH2:27][CH2:26][CH2:25][CH:24]([NH:28][C:29]3[CH:30]=[CH:31][C:32]([C:35]#[N:36])=[CH:33][N:34]=3)[CH2:23]2)[C:7]([C:8]#[N:9])=[C:6]([C:10]([F:13])([F:12])[F:11])[CH:5]=1 |f:1.2|. Reported procedure: Analogously to the preparation of Example 20, 60 mg (0.19 mmol) of 2-chloro-6-(2-chlorophenyl)-4-(trifluoromethyl)pyridine-3-carbonitrile and 47 mg (0.19 mmol) of 6-(piperidin-3-ylamino)pyridine-3-carbonitrile hydrochloride (Example 10A) were used to obtain, after separation by means of preparative HPLC (method 13), 61 mg (67% of theory) of the product in solid form.